This data is from the Open Reaction Database (ORD), a public repository of structured organic reaction records. The task is: describe an organic reaction: reactants, conditions, products, and yield Starting materials: CC#N, O=C(O)C(F)(F)F, CC(C)(C)OC(=O)N1CCN(c2cnc3ccc(-c4cncc(NS(=O)(=O)c5ccccc5)c4)cc3n2)CC1. Yields the product O=S(=O)(Nc1cncc(-c2ccc3ncc(N4CCNCC4)nc3c2)c1)c1ccccc1. Reaction SMILES: [CH3:47][C:48]#[N:49].[OH:40][C:41]([C:42]([F:43])([F:44])[F:45])=[O:46].[c:1]1([S:7](=[O:8])(=[O:9])[NH:10][c:11]2[cH:12][c:13](-[c:17]3[cH:18][cH:19][c:20]4[n:21][cH:22][c:23]([N:27]5[CH2:28][CH2:29][N:30]([C:33]([O:34][C:35]([CH3:36])([CH3:37])[CH3:38])=[O:39])[CH2:31][CH2:32]5)[n:24][c:25]4[cH:26]3)[cH:14][n:15][cH:16]2)[cH:2][cH:3][cH:4][cH:5][cH:6]1>>[c:1]1([S:7](=[O:8])(=[O:9])[NH:10][c:11]2[cH:12][c:13](-[c:17]3[cH:18][cH:19][c:20]4[n:21][cH:22][c:23]([N:27]5[CH2:28][CH2:29][NH:30][CH2:31][CH2:32]5)[n:24][c:25]4[cH:26]3)[cH:14][n:15][cH:16]2)[cH:2][cH:3][cH:4][cH:5][cH:6]1. Reactants: [BH4-], CCOC(=O)CC(O[Si](C)(C)C(C)(C)C)C(NC(=O)OCc1ccccc1)C(C)C, C1CCOC1, CCO, CCOC(C)=O, [Ca+2], [Cl-], [Cl-], [Na+], O. Yields the product CC(C)C(NC(=O)OCc1ccccc1)C(CCO)O[Si](C)(C)C(C)(C)C. RXN SMILES: [BH4-:34].[CH2:1]([c:2]1[cH:3][cH:4][cH:5][cH:6][cH:7]1)[O:8][C:9](=[O:10])[NH:11][CH:12]([CH:13]([CH2:14][C:15](=[O:16])[O:17][CH2:18][CH3:19])[O:20][Si:21]([CH3:22])([CH3:23])[C:24]([CH3:25])([CH3:26])[CH3:27])[CH:28]([CH3:29])[CH3:30].[CH2:39]1[O:40][CH2:41][CH2:42][CH2:43]1.[CH3:36][CH2:37][OH:38].[CH3:45][CH2:46][O:47][C:48](=[O:49])[CH3:50].[Ca+2:33].[Cl-:31].[Cl-:32].[Na+:35].[OH2:44]>>[CH2:1]([c:2]1[cH:3][cH:4][cH:5][cH:6][cH:7]1)[O:8][C:9](=[O:10])[NH:11][CH:12]([CH:13]([CH2:14][CH2:15][OH:16])[O:20][Si:21]([CH3:22])([CH3:23])[C:24]([CH3:25])([CH3:26])[CH3:27])[CH:28]([CH3:29])[CH3:30]. Starting materials: ice water, [Cl-].[Cl-].[Cl-].[Al+3] (Aluminum trichloride), C(C)OC1=C(C=CC=C1)C=1NC(C2=C(N1)N(N=C2)CCC)=O (6-(2-Ethoxyphenyl)-1-n-propyl-1,5-dihydro-4H-pyrazolo[3,4-d]pyrimidin-4-one), BrCC(=O)Br (bromoacetyl bromide). Solvent: ClCCl (dichloromethane). Run at time 14 hour. Product: BrCC(=O)C=1C=CC(=C(C1)C=1NC(C2=C(N1)N(N=C2)CCC)=O)OCC (6-(5-Bromoacetyl-2-ethoxyphenyl)-1-n-propyl-1,5-dihydro-4H-pyrazolo[3,4-d]pyrimidin-4-one). The yield is 90.5%. Reaction SMILES: [Cl-].[Cl-].[Cl-].[Al+3].[CH2:5]([O:7][C:8]1[CH:13]=[CH:12][CH:11]=[CH:10][C:9]=1[C:14]1[NH:15][C:16](=[O:26])[C:17]2[CH:22]=[N:21][N:20]([CH2:23][CH2:24][CH3:25])[C:18]=2[N:19]=1)[CH3:6].[Br:27][CH2:28][C:29](Br)=[O:30]>ClCCl>[Br:27][CH2:28][C:29]([C:11]1[CH:12]=[CH:13][C:8]([O:7][CH2:5][CH3:6])=[C:9]([C:14]2[NH:15][C:16](=[O:26])[C:17]3[CH:22]=[N:21][N:20]([CH2:23][CH2:24][CH3:25])[C:18]=3[N:19]=2)[CH:10]=1)=[O:30] |f:0.1.2.3|. Reported procedure: Aluminum trichloride (1.34 g, 0.010 mol) was added portionwise to a stirred solution of 6-(2-ethoxyphenyl)-1-n-propyl-1,5-dihydro-4H-pyrazolo[3,4-d]pyrimidin-4-one (Example 13; 1.0 g, 0.0034 mol) and bromoacetyl bromide (1.35, 0.0067 mol) in dichloromethane (30 ml) at 0° C. The reaction solution was allowed to warm to room temperature, stirred for 14 hours, then for a further 2 hours under reflux. The cool reaction mixture was added dropwise to ice/water (50 g) and the resulting mixture stirred ...